From a dataset of the Open Reaction Database (ORD), a public repository of structured organic reaction records. describe an organic reaction: reactants, conditions, products, and yield Reactants: Cl (hydrochloric acid), ClC1=CC=C(C=C1)[Mg]Br (p-chlorophenyl magnesium bromide), C(C1=CC=CC=C1)N1CC(C=C(C1)OC)=O (1-benzyl-1,6-dihydro-5-methoxy-3-[2H]pyridone). Solvent: CCOCC (ether), C1CCOC1 (THF). Run at time 1 hour. Yields the product C(C1=CC=CC=C1)N1CC(C=C(C1)C1=CC=C(C=C1)Cl)=O (1-Benzyl-1,6-dihydro-5-(p-chlorophenyl)-3[2H]-pyridone). Reaction SMILES: [Cl:1][C:2]1[CH:7]=[CH:6][C:5]([Mg]Br)=[CH:4][CH:3]=1.[CH2:10]([N:17]1[CH2:22][C:21](OC)=[CH:20][C:19](=[O:25])[CH2:18]1)[C:11]1[CH:16]=[CH:15][CH:14]=[CH:13][CH:12]=1.Cl>CCOCC.C1COCC1>[CH2:10]([N:17]1[CH2:22][C:21]([C:5]2[CH:6]=[CH:7][C:2]([Cl:1])=[CH:3][CH:4]=2)=[CH:20][C:19](=[O:25])[CH2:18]1)[C:11]1[CH:12]=[CH:13][CH:14]=[CH:15][CH:16]=1. Procedure: A solution of p-chlorophenyl magnesium bromide (0.17 M) in ether (100 ml) was treated with a solution of 1-benzyl-1,6-dihydro-5-methoxy-3-[2H]pyridone (32.5 g, 0.25 M) in THF (150 ml). The reaction was stirred 1 hour, poured onto cold 2 N hydrochloric acid (250 ml) and stirred 30 min. Removal of the resulting precipitate by filtration, followed by air-drying and recrystallisation from methanol gave the title compound as the hydrochloride hydrate (24.1 g) m.p. 166°-8°. Starting materials: N#Cc1ccncc1, [Na+], [OH-]. The product is NC(=O)c1ccncc1. As a reaction SMILES: [C:1](#[N:2])[c:3]1[cH:4][cH:5][n:6][cH:7][cH:8]1.[Na+:10].[OH-:9]>>[C:1]([NH2:2])([c:3]1[cH:4][cH:5][n:6][cH:7][cH:8]1)=[O:9]. The reactants are CN(C)c1ccccn1, CS(=O)(=O)Cl, CCCCCCC=CC1C(O[Si](C)(C)C(C)(C)C)CC(=O)C1C(O)CCCCCC(=O)OC, ClCCl, Cl. Yields the product CCCCCCC=CC1C(=CCCCCCC(=O)OC)C(=O)CC1O[Si](C)(C)C(C)(C)C. RXN SMILES: [CH3:34][N:35]([c:36]1[cH:37][cH:38][cH:39][cH:40][n:41]1)[CH3:42].[CH3:43][S:44](=[O:45])(=[O:46])[Cl:47].[CH:1](=[CH:2][CH2:3][CH2:4][CH2:5][CH2:6][CH2:7][CH3:8])[CH:9]1[CH:10]([O:26][Si:27]([CH3:28])([CH3:29])[C:30]([CH3:31])([CH3:32])[CH3:33])[CH2:11][C:12](=[O:25])[CH:13]1[CH:14]([CH2:15][CH2:16][CH2:17][CH2:18][CH2:19][C:20](=[O:21])[O:22][CH3:23])[OH:24].[Cl:49][CH2:50][Cl:51].[ClH:48]>>[CH:1](=[CH:2][CH2:3][CH2:4][CH2:5][CH2:6][CH2:7][CH3:8])[CH:9]1[CH:10]([O:26][Si:27]([CH3:28])([CH3:29])[C:30]([CH3:31])([CH3:32])[CH3:33])[CH2:11][C:12](=[O:25])[C:13]1=[CH:14][CH2:15][CH2:16][CH2:17][CH2:18][CH2:19][C:20](=[O:21])[O:22][CH3:23].